This data is from the Open Reaction Database (ORD), a public repository of structured organic reaction records. The task is: describe an organic reaction: reactants, conditions, products, and yield The reactants are C1CCOC1, CC(C)(C)O, O=[N+]([O-])c1cc2c(Nc3ccc(F)c(Cl)c3)ncnc2cc1S(=O)(=O)c1ccccc1, CN(C)C=O, O, OC1CCOC1. The product is O=[N+]([O-])c1cc2c(Nc3ccc(F)c(Cl)c3)ncnc2cc1OC1CCOC1. As a reaction SMILES: [CH2:38]1[O:39][CH2:40][CH2:41][CH2:42]1.[CH3:44][C:45]([OH:46])([CH3:47])[CH3:48].[Cl:1][c:2]1[cH:3][c:4]([NH:9][c:10]2[n:11][cH:12][n:13][c:14]3[cH:15][c:16]([S:23]([c:24]4[cH:25][cH:26][cH:27][cH:28][cH:29]4)(=[O:30])=[O:31])[c:17]([N+:20](=[O:21])[O-:22])[cH:18][c:19]23)[cH:5][cH:6][c:7]1[F:8].[O:49]=[CH:50][N:51]([CH3:52])[CH3:53].[OH2:43].[OH:32][CH:33]1[CH2:34][O:35][CH2:36][CH2:37]1>>[Cl:1][c:2]1[cH:3][c:4]([NH:9][c:10]2[n:11][cH:12][n:13][c:14]3[cH:15][c:16]([O:32][CH:33]4[CH2:34][O:35][CH2:36][CH2:37]4)[c:17]([N+:20](=[O:21])[O-:22])[cH:18][c:19]23)[cH:5][cH:6][c:7]1[F:8]. The reactants are C(C)(C)(C)OC(=O)N[C@H](C(=O)O)CCCN1CCCCC1 (N-t-butoxycarbonyl-(S)-2-amino-5-(1-piperidinyl)pentanoic acid), C(C1=CC=CC=C1)N (benzyl amine), O.ON1N=NC2=C1C=CC=C2 (1-hydroxybenzotriazol monohydrate), C1(CCCCC1)N=C=NC1CCCCC1 (1,3-dicyclohexylcarbodiimide). Solvent: C(Cl)Cl (methylene chloride). The product is C(C1=CC=CC=C1)NC([C@H](CCCN1CCCCC1)NC(=O)OC(C)(C)C)=O (N-t-butoxycarbonyl-(S)-2-amino-5-(1-piperidinyl)pentanoic acid benzyl amide). The yield is 90.9%. As a reaction SMILES: [C:1]([O:5][C:6]([NH:8][C@@H:9]([CH2:13][CH2:14][CH2:15][N:16]1[CH2:21][CH2:20][CH2:19][CH2:18][CH2:17]1)[C:10]([OH:12])=O)=[O:7])([CH3:4])([CH3:3])[CH3:2].[CH2:22]([NH2:29])[C:23]1[CH:28]=[CH:27][CH:26]=[CH:25][CH:24]=1.O.ON1C2C=CC=CC=2N=N1.C1(N=C=NC2CCCCC2)CCCCC1>C(Cl)Cl>[CH2:22]([NH:29][C:10](=[O:12])[C@@H:9]([NH:8][C:6]([O:5][C:1]([CH3:2])([CH3:3])[CH3:4])=[O:7])[CH2:13][CH2:14][CH2:15][N:16]1[CH2:21][CH2:20][CH2:19][CH2:18][CH2:17]1)[C:23]1[CH:28]=[CH:27][CH:26]=[CH:25][CH:24]=1 |f:2.3|. Procedure details: To a solution of crude N-t-butoxycarbonyl-(S)-2-amino-5-(1-piperidinyl)pentanoic acid (22.2 mg, 0.074 mmol) in anhydrous methylene chloride (0.50 mL) were added benzyl amine (9.7 mg, 0.091 mmmol) and 1-hydroxybenzotriazol monohydrate (11.1 mg, 0.082 mmol). To the reaction mixture stirred under ice-cold condition was added 1,3-dicyclohexylcarbodiimide (18.0 mg, 0.087 mmol), and the mixture was stirred for 0.5 hour. After removal of the ice bath, the mixture was stirred for 16 hours at room temper... The reactants are ClC(=O)C1=CN(C2=CC=CC=C12)S(=O)(=O)C1=CC=CC=C1 (3-chlorocarbonyl-1-(phenylsulfonyl)-indole), CN (methylamine). Yields the product C(C1=CC=CC=C1)NC(=O)C1=CN(C2=CC=CC=C12)S(=O)(=O)C1=CC=CC=C1 (N-benzyl-1-(phenylsulfonyl) indole-3-carboxamide). RXN SMILES: Cl[C:2]([C:4]1[C:12]2[C:7](=[CH:8][CH:9]=[CH:10][CH:11]=2)[N:6]([S:13]([C:16]2[CH:21]=[CH:20][CH:19]=[CH:18][CH:17]=2)(=[O:15])=[O:14])[CH:5]=1)=[O:3].[CH3:22][NH2:23]>>[CH2:22]([NH:23][C:2]([C:4]1[C:12]2[C:7](=[CH:8][CH:9]=[CH:10][CH:11]=2)[N:6]([S:13]([C:16]2[CH:21]=[CH:20][CH:19]=[CH:18][CH:17]=2)(=[O:15])=[O:14])[CH:5]=1)=[O:3])[C:7]1[CH:12]=[CH:11][CH:10]=[CH:9][CH:8]=1. Procedure: Reaction of 3-chlorocarbonyl-1-(phenylsulfonyl)indole [XXIII] with an excess of methylamine as above gave N-methyl-1-(phenylsulfonyl)indole-3-carboxamide [XXIV: R8 =Me]; mp (MeOH) 192.5°-195° C. Reaction SMILES: [OH:1][C@@H:2]1[CH2:25][CH2:24][C@@:23]2([CH3:26])[C@H:4](/[C:5](=[CH:29]\[CH3:30])/[C:6](=[O:28])[C@@H:7]3[C@@H:22]2[CH2:21][CH2:20][C@@:19]2([CH3:27])[C@H:8]3[CH2:9][CH2:10][C@@H:11]2[C@H:12]([CH3:18])[CH2:13][CH2:14][C:15]([OH:17])=[O:16])[CH2:3]1.[H][H]>[Pd]>[OH:1][C@@H:2]1[CH2:25][CH2:24][C@@:23]2([CH3:26])[C@H:4]([C@@H:5]([CH2:29][CH3:30])[C:6](=[O:28])[C@@H:7]3[C@@H:22]2[CH2:21][CH2:20][C@@:19]2([CH3:27])[C@H:8]3[CH2:9][CH2:10][C@@H:11]2[C@H:12]([CH3:18])[CH2:13][CH2:14][C:15]([OH:17])=[O:16])[CH2:3]1. The reagents and catalysts are [Pd] (Pd/C). Reported procedure: reacting E-3α-hydroxy-6-ethylidene-7-keto-5β-cholan-24-oic acid (5) with Pd/C and hydrogen gas to form 3α-hydroxy-6α-ethyl-7-keto-5β-cholan-24-oic acid (6), Reactants: O[C@H]1C[C@H]2\C(\C([C@H]3[C@@H]4CC[C@H]([C@@H](CCC(=O)O)C)[C@]4(CC[C@@H]3[C@]2(CC1)C)C)=O)=C/C (E-3α-hydroxy-6-ethylidene-7-keto-5β-cholan-24-oic acid), [H][H] (hydrogen). Product: O[C@H]1C[C@H]2[C@H](C([C@H]3[C@@H]4CC[C@H]([C@@H](CCC(=O)O)C)[C@]4(CC[C@@H]3[C@]2(CC1)C)C)=O)CC (3α-hydroxy-6α-ethyl-7-keto-5β-cholan-24-oic acid). Reactants: Cl (hydrochloric acid), [OH-].[Na+] (Sodium hydroxide), C(C)OC(C(C(C(=O)C1CCCCC1)C)=O)=O (4-Cyclohexyl-3-methyl-2,4-dioxo-butyric acid ethyl ester), Cl.NO (Hydroxylamine hydrochloride). Solvent: C(C)(=O)OCC (Ethyl acetate), O (water). Product: C(C)OC(C(C(C(=NO)C1CCCCC1)C)=O)=O (4-Cyclohexyl-4-hydroxyimino-3-methyl-2-oxo-butyric acid ethyl ester). Yield: 56.5%. RXN SMILES: [OH-:1].[Na+].Cl.[NH2:4]O.[CH2:6]([O:8][C:9](=[O:22])[C:10](=[O:21])[CH:11]([CH3:20])[C:12]([CH:14]1[CH2:19][CH2:18][CH2:17][CH2:16][CH2:15]1)=O)[CH3:7].Cl>O.C(OCC)(=O)C>[CH2:6]([O:8][C:9](=[O:22])[C:10](=[O:21])[CH:11]([CH3:20])[C:12]([CH:14]1[CH2:19][CH2:18][CH2:17][CH2:16][CH2:15]1)=[N:4][OH:1])[CH3:7] |f:0.1,2.3|. Procedure: Sodium hydroxide (0.99 g, 24.7 mmol) was dissolved in 5.5 mL of water. Hydroxylamine hydrochloride (1.71 g, 24.7 mmol) was added and the reaction mixture was stirred until complete dissolution was achieved. 4-Cyclohexyl-3-methyl-2,4-dioxo-butyric acid ethyl ester (5.15 g, 21.5 mmol) was added and the resulting mixture was stirred at ambient temperature for 16 h. Ethyl acetate (20 mL) and 1M hydrochloric acid (10 mL) was added, and the aqueous layer was extracted with additional ethyl acetate (4×... The reactants are C(C)Br (ethyl bromide), C(C)(=O)NC1=C(C=C2C(=C(C=NC2=C1)C(=O)OCC)O)F (ethyl 7-acetamido-4-hydroxy-6-fluoro-3-quinolinecarboxylate). The solvent is O (water), C(C)O (ethanol), [OH-].[Na+] (sodium hydroxide). The product is FC=1C=C2C(C(=CN(C2=CC1N)CC)C(=O)O)=O (6-fluoro-7-amino-1-ethyl-1,4-dihydro-4-oxo-3-quinolinecarboxylic acid). Reaction SMILES: [CH2:1](Br)[CH3:2].C([NH:7][C:8]1[CH:17]=[C:16]2[C:11]([C:12]([OH:23])=[C:13]([C:18]([O:20]CC)=[O:19])[CH:14]=[N:15]2)=[CH:10][C:9]=1[F:24])(=O)C>O.C(O)C.[OH-].[Na+]>[F:24][C:9]1[CH:10]=[C:11]2[C:16](=[CH:17][C:8]=1[NH2:7])[N:15]([CH2:1][CH3:2])[CH:14]=[C:13]([C:18]([OH:20])=[O:19])[C:12]2=[O:23] |f:4.5|. Procedure details: 1.5 ml of ethyl bromide is added to a solution of 1 gram of ethyl 7-acetamido-4-hydroxy-6-fluoro-3-quinolinecarboxylate in 25 ml of water, 60 ml of ethanol and 2.5 ml of 10% sodium hydroxide solution, and the mixture is maintained under reflux for 4 hours. The mixture is then concentrated to half its volume, 5 ml of 10% sodium hydroxide solution are added and refluxing is maintained for 1 hour. The mixture is allowed to cool and is acidified with hydrochloric acid, and the precipitate formed is ...